This data is from the Open Reaction Database (ORD), a public repository of structured organic reaction records. The task is: describe an organic reaction: reactants, conditions, products, and yield The reactants are base, N (ammonia), [Cl-].[NH4+] (ammonium chloride), Cl (hydrochloride), CN(C)C(C1C(CCCC1)=O)C1=C(C(=C(C(=C1F)F)F)F)F (2-(dimethylaminopentafluorophenylmethyl) cyclohexanone), C(C1=CC=CC=C1)[Mg]Cl (benzylmagnesium chloride). Run in O1CCCC1 (tetrahydrofuran), O (water). Conditions: time 15 hour. Yields the product crude base, Cl.C(C1=CC=CC=C1)C1(C(CCCC1)C(C1=C(C(=C(C(=C1F)F)F)F)F)N(C)C)O (1-benzyl-2-(dimethylaminopentafluorophenylmethyl)cyclohexanol, hydrochloride). Yield: 19.4%. Reaction SMILES: Cl.[CH3:2][N:3]([CH:5]([C:13]1[C:18]([F:19])=[C:17]([F:20])[C:16]([F:21])=[C:15]([F:22])[C:14]=1[F:23])[CH:6]1[CH2:11][CH2:10][CH2:9][CH2:8][C:7]1=[O:12])[CH3:4].N.[CH2:25]([Mg][Cl:33])[C:26]1[CH:31]=[CH:30][CH:29]=[CH:28][CH:27]=1.[Cl-].[NH4+]>O1CCCC1.O>[ClH:33].[CH2:25]([C:7]1([OH:12])[CH2:8][CH2:9][CH2:10][CH2:11][CH:6]1[CH:5]([N:3]([CH3:2])[CH3:4])[C:13]1[C:14]([F:23])=[C:15]([F:22])[C:16]([F:21])=[C:17]([F:20])[C:18]=1[F:19])[C:26]1[CH:31]=[CH:30][CH:29]=[CH:28][CH:27]=1 |f:4.5,8.9|. Procedure: The base was freed from 3.0 g (8.39 mmole) of the hydrochloride of 2-(dimethylaminopentafluorophenylmethyl) cyclohexanone obtained according to stage 1 with 30 ml of water and 5 ml of ammonia solution (25 vol. %), extracted three times with 30 ml of ether each time, and the combined organic extracts were dried over sodium sulfate, filtered, and concentrated by evaporation on a rotary evaporator without heating (500 to 10 mbar). 2.5 g (7.8 mmole) of this base were dissolved in 12 ml of tetrahydro... Starting materials: [H-], O=C(O)CCCCCCCCCCCI, [Na+], CN(C)C=O, c1nnn[nH]1. The product is O=C(O)CCCCCCCCCCCc1nnn[nH]1. Reaction SMILES: [H-:2].[I:8][CH2:9][CH2:10][CH2:11][CH2:12][CH2:13][CH2:14][CH2:15][CH2:16][CH2:17][CH2:18][CH2:19][C:20](=[O:21])[OH:22].[Na+:1].[O:23]=[CH:24][N:25]([CH3:26])[CH3:27].[nH:3]1[n:4][n:5][n:6][cH:7]1>>[nH:3]1[n:4][n:5][n:6][c:7]1[CH2:9][CH2:10][CH2:11][CH2:12][CH2:13][CH2:14][CH2:15][CH2:16][CH2:17][CH2:18][CH2:19][C:20](=[O:21])[OH:22]. Starting materials: CCOC(=O)c1cc(S(=O)(=O)N2CCN(CC)CC2)cnc1OCC, CC(C)C[AlH]CC(C)C, CCOC(C)=O, Cc1ccccc1, O. Yields the product CCOc1ncc(S(=O)(=O)N2CCN(CC)CC2)cc1C=O. Reaction SMILES: [CH2:10]([CH3:11])[O:12][c:13]1[c:14]([C:15](=[O:16])[O:17][CH2:18][CH3:19])[cH:20][c:21]([S:24](=[O:25])(=[O:26])[N:27]2[CH2:28][CH2:29][N:30]([CH2:33][CH3:34])[CH2:31][CH2:32]2)[cH:22][n:23]1.[CH3:1][CH:2]([CH2:3][AlH:4][CH2:5][CH:6]([CH3:7])[CH3:8])[CH3:9].[CH3:36][CH2:37][O:38][C:39](=[O:40])[CH3:41].[CH3:42][c:43]1[cH:44][cH:45][cH:46][cH:47][cH:48]1.[OH2:35]>>[CH2:10]([CH3:11])[O:12][c:13]1[c:14]([CH:15]=[O:16])[cH:20][c:21]([S:24](=[O:25])(=[O:26])[N:27]2[CH2:28][CH2:29][N:30]([CH2:33][CH3:34])[CH2:31][CH2:32]2)[cH:22][n:23]1. Starting materials: O=C(Cl)CCCBr, O=C([O-])[O-], ClCCl, [K+], [K+], O, OCc1ccccc1. Yields the product O=C(CCCBr)OCc1ccccc1. As a reaction SMILES: [Br:1][CH2:2][CH2:3][CH2:4][C:5](=[O:6])[Cl:7].[C:16](=[O:17])([O-:18])[O-:19].[Cl:23][CH2:24][Cl:25].[K+:20].[K+:21].[OH2:22].[OH:8][CH2:9][c:10]1[cH:11][cH:12][cH:13][cH:14][cH:15]1>>[Br:1][CH2:2][CH2:3][CH2:4][C:5](=[O:6])[O:8][CH2:9][c:10]1[cH:11][cH:12][cH:13][cH:14][cH:15]1.